From a dataset of the Open Reaction Database (ORD), a public repository of structured organic reaction records. describe an organic reaction: reactants, conditions, products, and yield Solvent: CO (MeOH). Reported procedure: A solution of 1-(3-(quinolin-6-ylmethyl)-[1,2,4]triazolo[4,3-b]pyridazin-6-yl)ethanone (60 mg, 0.198 mmol) and O-methylhydroxylamine (49.6 mg, 0.593 mmol) in MeOH (10 mL) was stirred at rt overnight. Solvent was evaporated and the crude was purified by HPLC (acidic with 0.05% TFA and then neutralized to free base) to give 40 mg (60.8%) of the title compound as a white solid. 1H-NMR (400 MHz, MeOH-d4 δ ppm 8.82 (s, 1H), 8.32 (d, 1H), 8.12 (d, 1H), 7.98 (m, 3H), 7.84 (d, 1H), 7.54 (m, 1H), 4.83 (s... Isolated yield 60.8%. Yields the product CO\N=C(/C)\C=1C=CC=2N(N1)C(=NN2)CC=2C=C1C=CC=NC1=CC2 ((E)-1-(3-(Quinolin-6-ylmethyl)-[1,2,4]triazolo[4,3-b]pyridazin-6-yl)ethanone O-methyl oxime). Reactants: N1=CC=CC2=CC(=CC=C12)CC1=NN=C2N1N=C(C=C2)C(C)=O (1-(3-(quinolin-6-ylmethyl)-[1,2,4]triazolo[4,3-b]pyridazin-6-yl)ethanone), CON (O-methylhydroxylamine). Reaction SMILES: [N:1]1[C:10]2[C:5](=[CH:6][C:7]([CH2:11][C:12]3[N:16]4[N:17]=[C:18]([C:21](=O)[CH3:22])[CH:19]=[CH:20][C:15]4=[N:14][N:13]=3)=[CH:8][CH:9]=2)[CH:4]=[CH:3][CH:2]=1.[CH3:24][O:25][NH2:26]>CO>[CH3:24][O:25]/[N:26]=[C:21](/[C:18]1[CH:19]=[CH:20][C:15]2[N:16]([C:12]([CH2:11][C:7]3[CH:6]=[C:5]4[C:10](=[CH:9][CH:8]=3)[N:1]=[CH:2][CH:3]=[CH:4]4)=[N:13][N:14]=2)[N:17]=1)\[CH3:22]. The reactants are C1(=CC=CC=C1)C(N1N=C(N=C1)CCCOC1=NC=CC(=C1)CN)(C1=CC=CC=C1)C1=CC=CC=C1 (1-[2-({3-[1-(triphenylmethyl)-1H-1,2,4-triazol-3-yl]propyl}oxy)pyridin-4-yl]methaneamine), C1(=CC=CC=C1)C(N1N=C(N=C1)OCCOC=1C=C(C=CC1)CN)(C1=CC=CC=C1)C1=CC=CC=C1 (1-{3-[(2-{[1-(triphenylmethyl)-1H-1,2,4-triazol-3-yl]oxy}ethyl)oxy]phenyl}methanamine), O=C1NC(=NC2=CC=CC=C12)C(=O)OCC (ethyl 4-oxo-3,4-dihydro-2-quinazolinecarboxylate), FC=1C=C(C=CC1)C1=CSC=2N=C(NC(C21)=O)C(=O)OCC (ethyl 5-(3-fluorophenyl)-4-oxo-3,4-dihydrothieno[2,3-d]pyrimidine-2-carboxylate). Yields the product FC=1C=C(C=CC1)C1=CSC=2N=C(NC(C21)=O)C(=O)NCC2=CC(=CC=C2)OCCOC2=NNC=N2 (5-(3-fluorophenyl)-4-oxo-N-{3-[2-(1H-1,2,4-triazol-3-yloxy)ethoxy]benzyl}-3,4-dihydrothieno[2,3-d]pyrimidine-2-carboxamide), powder. Isolated yield 55.0%. Reaction SMILES: O=C1C2C(=CC=CC=2)N=C(C(OCC)=O)N1.[F:17][C:18]1[CH:19]=[C:20]([C:24]2[C:32]3[C:31](=[O:33])[NH:30][C:29]([C:34]([O:36]CC)=O)=[N:28][C:27]=3[S:26][CH:25]=2)[CH:21]=[CH:22][CH:23]=1.C1(C(C2C=CC=CC=2)(C2C=CC=CC=2)N2C=NC(CCCOC3C=C(CN)C=CN=3)=N2)C=CC=CC=1.C1(C(C2C=CC=CC=2)(C2C=CC=CC=2)[N:82]2[CH:86]=[N:85][C:84]([O:87][CH2:88][CH2:89][O:90][C:91]3[CH:92]=[C:93]([CH2:97][NH2:98])[CH:94]=[CH:95][CH:96]=3)=[N:83]2)C=CC=CC=1>>[F:17][C:18]1[CH:19]=[C:20]([C:24]2[C:32]3[C:31](=[O:33])[NH:30][C:29]([C:34]([NH:98][CH2:97][C:93]4[CH:94]=[CH:95][CH:96]=[C:91]([O:90][CH2:89][CH2:88][O:87][C:84]5[N:85]=[CH:86][NH:82][N:83]=5)[CH:92]=4)=[O:36])=[N:28][C:27]=3[S:26][CH:25]=2)[CH:21]=[CH:22][CH:23]=1. Reported procedure: By a method similar to that in Example 22, and using, instead of ethyl 4-oxo-3,4-dihydro-2-quinazolinecarboxylate, ethyl 5-(3-fluorophenyl)-4-oxo-3,4-dihydrothieno[2,3-d]pyrimidine-2-carboxylate obtained in Reference Example 72 and using, instead of 1-[2-({3-[1-(triphenylmethyl)-1H-1,2,4-triazol-3-yl]propyl}oxy)pyridin-4-yl]methaneamine, 1-{3-[(2-{[1-(triphenylmethyl)-1H-1,2,4-triazol-3-yl]oxy}ethyl)oxy]phenyl}methanamine obtained in Reference Example 32, the title compound was obtained as a whi... Reactants: O=C1CC(CC1)N1C(C2=CC=CC=C2C1=O)=O ((±)-2-(3-oxo-cyclopentyl)-isoindole-1,3-dione), C1(=CC=CC=C1)NN (phenylhydrazine), ( 10 ), N1C=CC2=CC=CC=C12 (indole). Yields the product C1CCC2N=C3C=CC=CC3=C21 (tetrahydrocyclopenta[b]indole), ( 11 ). RXN SMILES: O=[C:2]1[CH2:6][CH2:5][CH:4]([N:7]2[C:15](=O)[C:14]3[C:9](=[CH:10][CH:11]=[CH:12]C=3)C2=O)[CH2:3]1.C1(NN)C=CC=CC=1.N1C2C(=CC=CC=2)C=C1>>[CH2:2]1[C:3]2[CH:4]([N:7]=[C:15]3[C:14]=2[CH:9]=[CH:10][CH:11]=[CH:12]3)[CH2:5][CH2:6]1. Reported procedure: In Scheme II, Step B, (±)-2-(3-oxo-cyclopentyl)-isoindole-1,3-dione (9) is reacted with a phenylhydrazine of formula (10) in a typical Fischer indole synthesis to give a tetrahydrocyclopenta[b]indole of formula (11). The skilled artisan will recognize that there are a variety of acidic conditions to effect a Fischer indole synthesis, including both proton and Lewis acids. The preferred conditions use a mixture of glacial acetic acid with 4N HCl in dioxane, at a temperature of 50° C. to the reflu... Starting materials: CCN(C(C)C)C(C)C, CN(C)C=O, Cn1nc(C(=O)[O-])c2c1-c1nc(NC3CCCC3)ncc1CC2, [K+], [NH4+], C1CCOC1, O, O=C([O-])n1nnc2ccccc21. The product is Cn1nc(C(N)=O)c2c1-c1nc(NC3CCCC3)ncc1CC2. RXN SMILES: [CH2:25]([N:27]([CH:26]([CH3:28])[CH3:29])[CH:30]([CH3:31])[CH3:32])[CH3:33].[CH3:47][N:48]([CH3:49])[CH:50]=[O:51].[CH:1]1([NH:6][c:7]2[n:8][c:9]3[c:14]([cH:15][n:16]2)[CH2:13][CH2:12][c:11]2[c:10]-3[n:19]([CH3:20])[n:18][c:17]2[C:21](=[O:22])[O-:23])[CH2:2][CH2:3][CH2:4][CH2:5]1.[K+:24].[NH4+:46].[O:52]1[CH2:53][CH2:54][CH2:55][CH2:56]1.[OH2:57].[n:34]1([C:35]([O-:36])=[O:37])[c:38]2[cH:39][cH:40][cH:41][cH:42][c:43]2[n:44][n:45]1>>[CH:1]1([NH:6][c:7]2[n:8][c:9]3[c:14]([cH:15][n:16]2)[CH2:13][CH2:12][c:11]2[c:10]-3[n:19]([CH3:20])[n:18][c:17]2[C:21](=[O:22])[NH2:27])[CH2:2][CH2:3][CH2:4][CH2:5]1.